From a dataset of the Open Reaction Database (ORD), a public repository of structured organic reaction records. describe an organic reaction: reactants, conditions, products, and yield Reactants: C(C)C1=C(NC(N1)=O)C(=O)O (5-ethyl-2,3-dihydro-2-oxo-1H-imidazole-4-carboxylic acid), N1(C=NC=C1)C1=CC=C(C(=O)O)C=C1 (4-(1H-imidazol-1-yl)benzoic acid). Run in [OH-].[Na+] (sodium hydroxide). The product is C(=O)=O (carbon dioxide), C(C)C=1NC(NC1C(C1=CC=C(C=C1)N1C=NC=C1)=O)=O (4-Ethyl-1,3-dihydro-5-[4-(1H-imidazol-1-yl)benzoyl]-2H-imidazol-2-one). Reaction SMILES: [CH2:1]([C:3]1[NH:7][C:6](=[O:8])[NH:5][C:4]=1[C:9]([OH:11])=[O:10])[CH3:2].[N:12]1([C:17]2[CH:25]=[CH:24][C:20]([C:21]([OH:23])=O)=[CH:19][CH:18]=2)[CH:16]=[CH:15][N:14]=[CH:13]1>[OH-].[Na+]>[C:9](=[O:11])=[O:10].[CH2:1]([C:3]1[NH:7][C:6](=[O:8])[NH:5][C:4]=1[C:21](=[O:23])[C:20]1[CH:19]=[CH:18][C:17]([N:12]2[CH:16]=[CH:15][N:14]=[CH:13]2)=[CH:25][CH:24]=1)[CH3:2] |f:2.3|. Procedure: In a manner similar to that described in Example IA react 5-ethyl-2,3-dihydro-2-oxo-1H-imidazole-4-carboxylic acid and 4-(1H-imidazol-1-yl)benzoic acid, dissolve the crude free base in aqueous sodium hydroxide and reprecipitate with carbon dioxide to produce the title compound. Starting materials: CC(C)(C)OC(=O)CBr, O=C([O-])[O-], COC(=O)C(Cc1ccc(O)cc1)NC(=O)OCc1ccccc1, [K+], [K+]. The product is COC(=O)C(Cc1ccc(OCC(=O)OC(C)(C)C)cc1)NC(=O)OCc1ccccc1. As a reaction SMILES: [Br:25][CH2:26][C:27](=[O:28])[O:29][C:30]([CH3:31])([CH3:32])[CH3:33].[C:34](=[O:35])([O-:36])[O-:37].[CH3:1][O:2][C:3]([CH:4]([NH:5][C:6](=[O:7])[O:8][CH2:9][c:10]1[cH:11][cH:12][cH:13][cH:14][cH:15]1)[CH2:16][c:17]1[cH:18][cH:19][c:20]([OH:23])[cH:21][cH:22]1)=[O:24].[K+:38].[K+:39]>>[CH3:1][O:2][C:3]([CH:4]([NH:5][C:6](=[O:7])[O:8][CH2:9][c:10]1[cH:11][cH:12][cH:13][cH:14][cH:15]1)[CH2:16][c:17]1[cH:18][cH:19][c:20]([O:23][CH2:26][C:27](=[O:28])[O:29][C:30]([CH3:31])([CH3:32])[CH3:33])[cH:21][cH:22]1)=[O:24]. The reactants are Example 20 ( 284 ), COC([C@@H](NC([C@H]1N(CCC1)S(=O)(=O)C1=CC=C(C=C1)C)=O)CC1=CC=C(C=C1)O)=O (N-(toluene-4-sulfonyl)-L-prolyl-L-tyrosine methyl ester), N1(CCCCC1)CCO (piperidineethanol). The product is methyl ester, C1(=CC=C(C=C1)S(=O)(=O)N1[C@H](C(=O)N[C@@H](CC2=CC=C(C=C2)OCCN2CCCCC2)C(=O)O)CCC1)C (N-(Toluene-4-sulfonyl)-L-prolyl-4-[2-(piperidin-1-yl)ethoxy]-L-phenylalanine). Reaction SMILES: C[O:2][C:3](=[O:31])[C@H:4]([CH2:23][C:24]1[CH:29]=[CH:28][C:27]([OH:30])=[CH:26][CH:25]=1)[NH:5][C:6](=[O:22])[C@@H:7]1[CH2:11][CH2:10][CH2:9][N:8]1[S:12]([C:15]1[CH:20]=[CH:19][C:18]([CH3:21])=[CH:17][CH:16]=1)(=[O:14])=[O:13].[N:32]1([CH2:38][CH2:39]O)[CH2:37][CH2:36][CH2:35][CH2:34][CH2:33]1>>[C:18]1([CH3:21])[CH:17]=[CH:16][C:15]([S:12]([N:8]2[CH2:9][CH2:10][CH2:11][C@H:7]2[C:6]([NH:5][C@H:4]([C:3]([OH:2])=[O:31])[CH2:23][C:24]2[CH:29]=[CH:28][C:27]([O:30][CH2:39][CH2:38][N:32]3[CH2:37][CH2:36][CH2:35][CH2:34][CH2:33]3)=[CH:26][CH:25]=2)=[O:22])(=[O:14])=[O:13])=[CH:20][CH:19]=1. Reported procedure: The methyl ester was prepared by Mitsunobu reaction of N-(toluene-4-sulfonyl)-L-prolyl-L-tyrosine methyl ester with piperidineethanol following the procedure described for the preparation of Example 20 (284). The title compound was prepared using the procedure described in Method 7 as a solid, mp=102-106° C.